From a dataset of the Open Reaction Database (ORD), a public repository of structured organic reaction records. describe an organic reaction: reactants, conditions, products, and yield Starting materials: [Al+3], Cc1ccccc1C(C)NCCBr, C1CCC2CCCCC2C1, [Cl-], [Cl-], [Cl-], Cl, O. Yields the product Cc1cccc2c1C(C)NCC2. Reaction SMILES: [Al+3:26].[Br:2][CH2:3][CH2:4][NH:5][CH:6]([CH3:7])[c:8]1[c:9]([CH3:14])[cH:10][cH:11][cH:12][cH:13]1.[CH2:15]1[CH:16]2[CH:17]([CH2:18][CH2:19][CH2:20][CH2:21]2)[CH2:22][CH2:23][CH2:24]1.[Cl-:25].[Cl-:27].[Cl-:28].[ClH:1].[OH2:29]>>[CH2:3]1[CH2:4][NH:5][CH:6]([CH3:7])[c:8]2[c:9]([CH3:14])[cH:10][cH:11][cH:12][c:13]21. The reactants are CN(C)C=O, CNC1CNC1, CN1CCCC1, CCO, Cl, Cl, Nc1nc(-n2cc(C(=O)O)c(=O)c3cc(F)c(F)c(Cl)c32)ccc1F. Product: CNC1CN(c2c(F)cc3c(=O)c(C(=O)O)cn(-c4ccc(F)c(N)n4)c3c2Cl)C1. RXN SMILES: [CH3:1][N:2]([CH3:3])[CH:4]=[O:5].[CH3:33][NH:34][CH:35]1[CH2:36][NH:37][CH2:38]1.[CH3:39][N:40]1[CH2:41][CH2:42][CH2:43][CH2:44]1.[CH3:45][CH2:46][OH:47].[ClH:31].[ClH:32].[NH2:6][c:7]1[c:8]([F:30])[cH:9][cH:10][c:11](-[n:13]2[cH:14][c:15]([C:27](=[O:28])[OH:29])[c:16](=[O:26])[c:17]3[cH:18][c:19]([F:25])[c:20]([F:24])[c:21]([Cl:23])[c:22]23)[n:12]1>>[NH2:6][c:7]1[c:8]([F:30])[cH:9][cH:10][c:11](-[n:13]2[cH:14][c:15]([C:27](=[O:28])[OH:29])[c:16](=[O:26])[c:17]3[cH:18][c:19]([F:25])[c:20]([N:37]4[CH2:36][CH:35]([NH:34][CH3:33])[CH2:38]4)[c:21]([Cl:23])[c:22]23)[n:12]1. The reactants are C(C)(C)(C)OC(N[C@@H](C(=O)N1C(OC[C@H]1CC1=CC=CC=C1)=O)C1=CC(=C(C=C1)OC)C)=O ([(R)-2-((R)-4-benzyl-2-oxo-oxazolidin-3-yl)-1-(4-methoxy-3-methyl-phenyl)-2-oxo-ethyl]-carbamic acid tert-butyl ester), OO (hydrogen peroxide), O.[OH-].[Li+] (lithium hydroxide monohydrate). Solvent: O (water), O (water). Reaction conditions: temperature -10 celsius, time 4 hour. The product is C(C)(C)(C)OC(=O)N[C@@H](C(=O)O)C1=CC(=C(C=C1)OC)C ((R)-tert-butoxycarbonylamino-(4-methoxy-3-methyl-phenyl)-acetic acid). Yield: 56.0%. RXN SMILES: [C:1]([O:5][C:6](=[O:33])[NH:7][C@H:8]([C:24]1[CH:29]=[CH:28][C:27]([O:30][CH3:31])=[C:26]([CH3:32])[CH:25]=1)[C:9](N1[C@H](CC2C=CC=CC=2)COC1=O)=[O:10])([CH3:4])([CH3:3])[CH3:2].[OH:34]O.O.[OH-].[Li+]>O>[C:1]([O:5][C:6]([NH:7][C@H:8]([C:24]1[CH:29]=[CH:28][C:27]([O:30][CH3:31])=[C:26]([CH3:32])[CH:25]=1)[C:9]([OH:10])=[O:34])=[O:33])([CH3:2])([CH3:3])[CH3:4] |f:2.3.4|. Procedure details: To a solution of [(R)-2-((R)-4-benzyl-2-oxo-oxazolidin-3-yl)-1-(4-methoxy-3-methyl-phenyl)-2-oxo-ethyl]-carbamic acid tert-butyl ester (6.05 g, 13.3 mmol) in 4:1 tetrahdydrofuran/water (200 mL) at −10° C. was added sequentially 30% aqueous hydrogen peroxide (15 mL, 133 mmol) and a solution of lithium hydroxide monohydrate (1.63 g, 40 mmol) in water (20 mL). The reaction mixture was stirred at −10° C., and the progress of the reaction was monitored by thin layer chromatography. After 4 hours, thi... The reactants are S(O)(=O)(=O)[O-].S(=O)(=O)([O-])[O-].S(O[O-])(O)(=O)=O.S(O[O-])(O)(=O)=O.[K+].[K+].[K+].[K+].[K+], C1C(C1)(c1[nH]c2nc(ccc2n1)N1C[C@@H](CCC1)C(=O)N1CCCC1)n1cc(cn1)Cl. Reagents/catalysts: c1ccc(cc1)-c2c3ccccc3cc4ccccc24 (9-Phenylanthracene), c12ccc3n1[Mn](n1c(c(c4nc(C=C4)c3c3c(cccc3Cl)Cl)c3c(cccc3Cl)Cl)ccc1c(c1C=Cc(n1)c2c1c(cccc1Cl)Cl)c1c(cccc1Cl)Cl)Cl (Mn[TDClPP]). Run in CO (MeOH), C(CCl)Cl (DCE). Conditions: temperature 25 celsius, time 18 hour. Yields the product Oc1cc(nc2[nH]c(nc12)C3(CC3)n4cc(Cl)cn4)N5CCC[C@H](C5)C(=O)N6CCCC6. Reaction SMILES: [K+].[K+].[K+].[K+].[K+].[OH:1]S([O-])(=O)=O.OS(O[O-])(=O)=O.OS(O[O-])(=O)=O.[O-]S([O-])(=O)=O.[Cl:2][c:3]1[cH:7][n:6]([C:8]2([c:11]3[nH:19][c:18]([c:13]4[n:12]3)[n:17][c:16]([N:20]5[CH2:25][C@H:24]([C:26]([N:28]6[CH2:32][CH2:31][CH2:30][CH2:29]6)=[O:27])[CH2:23][CH2:22][CH2:21]5)[cH:15][cH:14]4)[CH2:10][CH2:9]2)[n:5][cH:4]1>>[OH:1][c:14]1[c:13]([c:18]2[n:17][c:16]([N:20]3[CH2:25][C@H:24]([C:26]([N:28]4[CH2:32][CH2:31][CH2:30][CH2:29]4)=[O:27])[CH2:23][CH2:22][CH2:21]3)[cH:15]1)[n:12][c:11]([C:8]5([n:6]6[n:5][cH:4][c:3]([Cl:2])[cH:7]6)[CH2:10][CH2:9]5)[nH:19]2. Starting materials: C(C=C)[C@@]1(C(N([C@@H]([C@H](C1)C1=CC(=CC=C1)Cl)C1=CC=C(C=C1)Cl)[C@H](CC=O)CC)=O)C ((S)-3-((3S,5R,6S)-3-allyl-5-(3-chlorophenyl)-6-(4-chlorophenyl)-3-methyl-2-oxopiperidin-1-yl)pentanal), C[Si](C(F)(F)F)(C)C (trimethyl(trifluoromethyl)silane), CCCC[N+](CCCC)(CCCC)CCCC.[F-] (TBAF). The solvent is C1CCOC1 (THF), C1CCOC1 (THF). Conditions: time 5 minute. Product: C(C=C)[C@@]1(C(N([C@@H]([C@H](C1)C1=CC(=CC=C1)Cl)C1=CC=C(C=C1)Cl)[C@@H](CC)CC(C(F)(F)F)O)=O)C ((3S,5R,6S)-3-allyl-5-(3-chlorophenyl)-6-(4-chlorophenyl)-3-methyl-1-((3S)-6,6,6-trifluoro-5-hydroxyhexan-3-yl)piperidin-2-one). Reaction SMILES: [CH2:1]([C@@:4]1([CH3:31])[CH2:9][C@H:8]([C:10]2[CH:15]=[CH:14][CH:13]=[C:12]([Cl:16])[CH:11]=2)[C@@H:7]([C:17]2[CH:22]=[CH:21][C:20]([Cl:23])=[CH:19][CH:18]=2)[N:6]([C@@H:24]([CH2:28][CH3:29])[CH2:25][CH:26]=[O:27])[C:5]1=[O:30])[CH:2]=[CH2:3].C[Si](C)(C)[C:34]([F:37])([F:36])[F:35].CCCC[N+](CCCC)(CCCC)CCCC.[F-]>C1COCC1>[CH2:1]([C@@:4]1([CH3:31])[CH2:9][C@H:8]([C:10]2[CH:15]=[CH:14][CH:13]=[C:12]([Cl:16])[CH:11]=2)[C@@H:7]([C:17]2[CH:18]=[CH:19][C:20]([Cl:23])=[CH:21][CH:22]=2)[N:6]([C@H:24]([CH2:25][CH:26]([OH:27])[C:34]([F:37])([F:36])[F:35])[CH2:28][CH3:29])[C:5]1=[O:30])[CH:2]=[CH2:3] |f:2.3|. Procedure: To a solution of (S)-3-((3S,5R,6S)-3-allyl-5-(3-chlorophenyl)-6-(4-chlorophenyl)-3-methyl-2-oxopiperidin-1-yl)pentanal (100 mg, 0.218 mmol; Example 130, Step A) in THF (2.2 mL) was added trimethyl(trifluoromethyl)silane (97 μL, 0.66 mmol) at 0° C. and the reaction was stirred for 5 min. Then 1 M TBAF in THF (327 μL, 0.327 mmol) was added slowly at 0° C. After being stirred at 0° C. for 40 min, the reaction was quenched (sat. aq. NaCl solution), extracted (2×EtOAc), and washed (sat. aq. NaCl solu... Starting materials: CC(=O)[O-], CCC1C(=O)N(C)c2cnc(-n3ccc(C(=O)O)n3)nc2N1C1CCCC1, [NH4+]. Product: CCC1C(=O)N(C)c2cnc(-n3ccc(C(N)=O)n3)nc2N1C1CCCC1. Reaction SMILES: [CH3:29][C:30](=[O:31])[O-:32].[CH:1]1([N:6]2[CH:7]([CH2:26][CH3:27])[C:8](=[O:25])[N:9]([CH3:24])[c:10]3[cH:11][n:12][c:13](-[n:16]4[n:17][c:18]([C:21](=[O:22])[OH:23])[cH:19][cH:20]4)[n:14][c:15]32)[CH2:2][CH2:3][CH2:4][CH2:5]1.[NH4+:28]>>[CH:1]1([N:6]2[CH:7]([CH2:26][CH3:27])[C:8](=[O:25])[N:9]([CH3:24])[c:10]3[cH:11][n:12][c:13](-[n:16]4[n:17][c:18]([C:21](=[O:22])[NH2:28])[cH:19][cH:20]4)[n:14][c:15]32)[CH2:2][CH2:3][CH2:4][CH2:5]1.